From a dataset of the Open Reaction Database (ORD), a public repository of structured organic reaction records. describe an organic reaction: reactants, conditions, products, and yield The reactants are S=C(Cl)Cl, ClCCl, COC(=O)c1nc(N)ccc1Oc1nc(OC)cc(OC)n1, O. The product is COC(=O)c1nc(N=C=S)ccc1Oc1nc(OC)cc(OC)n1. Reaction SMILES: [Cl:1][C:2]([Cl:3])=[S:4].[Cl:27][CH2:28][Cl:29].[NH2:5][c:6]1[cH:7][cH:8][c:9]([O:16][c:17]2[n:18][c:19]([O:25][CH3:26])[cH:20][c:21]([O:23][CH3:24])[n:22]2)[c:10]([C:12](=[O:13])[O:14][CH3:15])[n:11]1.[OH2:30]>>[C:2](=[S:4])=[N:5][c:6]1[cH:7][cH:8][c:9]([O:16][c:17]2[n:18][c:19]([O:25][CH3:26])[cH:20][c:21]([O:23][CH3:24])[n:22]2)[c:10]([C:12](=[O:13])[O:14][CH3:15])[n:11]1.